This data is from the Open Reaction Database (ORD), a public repository of structured organic reaction records. The task is: describe an organic reaction: reactants, conditions, products, and yield Starting materials: FC=1C=CC(=C(C1)C1CC(CC(C1)=O)=O)C (5-(5-fluoro-2-methylphenyl)cyclohexane-1,3-dione), C(C)(=O)[O-].[NH4+] (ammonium acetate). Solvent: C(C)O (ethanol). Yields the product NC1=CC(CC(C1)C1=C(C=CC(=C1)F)C)=O (1-amino-5-(5-fluoro-2-methylphenyl)cyclohexen-3-one). As a reaction SMILES: [F:1][C:2]1[CH:3]=[CH:4][C:5]([CH3:16])=[C:6]([CH:8]2[CH2:13][C:12](=O)[CH2:11][C:10](=[O:15])[CH2:9]2)[CH:7]=1.C([O-])(=O)C.[NH4+:21]>C(O)C>[NH2:21][C:12]1[CH2:13][CH:8]([C:6]2[CH:7]=[C:2]([F:1])[CH:3]=[CH:4][C:5]=2[CH3:16])[CH2:9][C:10](=[O:15])[CH:11]=1 |f:1.2|. Procedure: A solution of 5-(5-fluoro-2-methylphenyl)cyclohexane-1,3-dione (3.0 g) and ammonium acetate (3.1 g) in ethanol (50 ml) was heated under reflux for 14 hours. The solvent was distilled off under reduced pressure, and the residue was dissolved in ethyl acetate, washed successively with water and saturated brine and then dried over magnesium sulfate. The solvent was distilled off under reduced pressure to obtain 1-amino-5-(5-fluoro-2-methylphenyl)cyclohexen-3-one. This was dissolved in ethanol (70 m... Reactants: CC(Br)C(=O)OC(C)(C)C, O=C([O-])O, [H-], [Na+], [Na+], CN(C)C=O, Oc1cccnc1. Product: CC(Oc1cccnc1)C(=O)OC(C)(C)C. As a reaction SMILES: [Br:10][CH:11]([C:12](=[O:13])[O:14][C:15]([CH3:16])([CH3:17])[CH3:18])[CH3:19].[C:20](=[O:21])([OH:22])[O-:23].[H-:1].[Na+:24].[Na+:2].[O:25]=[CH:26][N:27]([CH3:28])[CH3:29].[OH:3][c:4]1[cH:5][n:6][cH:7][cH:8][cH:9]1>>[O:3]([c:4]1[cH:5][n:6][cH:7][cH:8][cH:9]1)[CH:11]([C:12](=[O:13])[O:14][C:15]([CH3:16])([CH3:17])[CH3:18])[CH3:19]. Starting materials: CSC(=N)c1cccs1, CCO, I, O=[N+]([O-])c1ccc2ccn(CCCN3CCOCC3)c2c1. The product is N=C(Nc1ccc2ccn(CCCN3CCOCC3)c2c1)c1cccs1. RXN SMILES: [CH3:23][S:24][C:25](=[NH:26])[c:27]1[s:28][cH:29][cH:30][cH:31]1.[CH3:32][CH2:33][OH:34].[IH:22].[O:1]1[CH2:2][CH2:3][N:4]([CH2:7][CH2:8][CH2:9][n:10]2[cH:11][cH:12][c:13]3[cH:14][cH:15][c:16]([N+:19]([O-:20])=[O:21])[cH:17][c:18]23)[CH2:5][CH2:6]1>>[O:1]1[CH2:2][CH2:3][N:4]([CH2:7][CH2:8][CH2:9][n:10]2[cH:11][cH:12][c:13]3[cH:14][cH:15][c:16]([NH:19][C:25](=[NH:26])[c:27]4[s:28][cH:29][cH:30][cH:31]4)[cH:17][c:18]23)[CH2:5][CH2:6]1. Starting materials: C(=O)(C(F)(F)F)O (CF3COOH), [C@@H]1([C@@H](CCCC1)O)O (trans-1,2-cyclohexanediol), C(=C)(C)OC(=C)C (diisopropenyl ether), CCOCC (ether), C(=O)(C(F)(F)F)O (CF3COOH), C(=C)(C)OC(=C)C (diisopropenyl ether), diol. Run in CC(=O)C (acetone). Conditions: time 11 minute. Product: product, C1(=CC=CC=C1)OC1=CC=CC=C1 (diphenyl ether). Yield: 22.0%. RXN SMILES: [C:1]([OH:7])([C:3](F)(F)F)=O.[C@@H:8]1(O)[CH2:13][CH2:12][CH2:11][CH2:10][C@H:9]1O.C(O[C:20]([CH3:22])=[CH2:21])(C)=C.[CH3:23]COCC>CC(C)=O>[C:8]1([O:7][C:1]2[CH:3]=[CH:21][CH:20]=[CH:22][CH:23]=2)[CH:13]=[CH:12][CH:11]=[CH:10][CH:9]=1. Procedure: Three microliters (3.9×10-5 mole) of CF3COOH was added to trans-1,2-cyclohexanediol (2.88 g, 2.48×10-2 mole) and diisopropenyl ether (2.0 ml, 1.62×10-2 mole) dissolved in 25 ml of acetone at 50° C. After 11 minutes, 0.5 ml (4.05×10-3 mole) of diisopenpenyl ether and 3 μl (3.9×10-5 mole) of CF3COOH were added, followed 15 minutes later by 0.5 ml (4.05×10-3 mole) of diisopropenyl ether. The reaction was completed after another hour of stirring, and the solvent evaporated under reduced pressure. Th... Starting materials: C(C)[O-].[Na+] (sodium ethanolate), CCC(CC(CC)=O)=O (3,5-heptanedione), C(C1=CC=CC=C1)N1C(=NC=C1)CCl (1-benzyl-2-chloromethyl-1H-imidazole), Cl.C(C1=CC=CC=C1)N1C(=NC=C1)CCl (1-benzyl-2-chloromethyl-1H-imidazole hydrochloride), C(C)[O-].[Na+] (sodium ethanolate), [I-].[K+] (potassium iodide). Solvent: C(C)O (ethanol). Reaction conditions: time 30 minute. The product is C(C1=CC=CC=C1)N1C(=NC=C1)CC(C(CC)=O)C(CC)=O (4-(1-benzyl-1H-imidazol-2-ylmethyl)-heptane-3,5-dione). The yield is 31.5%. As a reaction SMILES: C([O-])C.[Na+].[CH3:5][CH2:6][C:7](=[O:13])[CH2:8][C:9](=[O:12])[CH2:10][CH3:11].[CH2:14]([N:21]1[CH:25]=[CH:24][N:23]=[C:22]1[CH2:26]Cl)[C:15]1[CH:20]=[CH:19][CH:18]=[CH:17][CH:16]=1.Cl.C(N1C=CN=C1CCl)C1C=CC=CC=1.[I-].[K+]>C(O)C>[CH2:14]([N:21]1[CH:25]=[CH:24][N:23]=[C:22]1[CH2:26][CH:8]([C:7](=[O:13])[CH2:6][CH3:5])[C:9](=[O:12])[CH2:10][CH3:11])[C:15]1[CH:16]=[CH:17][CH:18]=[CH:19][CH:20]=1 |f:0.1,4.5,6.7|. Reported procedure: To a solution of 1.74 ml (4.7 mmol; ˜21% solution in ethanol) sodium ethanolate in 18 ml dry ethanol were added 600 mg (4.7 mmol) 3,5-heptanedione and stirred at ambient temperature for 30 min. Then a solution of 1-benzyl-2-chloromethyl-1H-imidazole (prepared from 1.081 g (4.5 mmol) 1-benzyl-2-chloromethyl-1H-imidazole hydrochloride in 7 ml ethanol and 1.74 ml (5 mmol; ˜21% solution in ethanol) sodium ethanolate) was added together with 30 mg potassium iodide. The mixture was heated to 50° C. fo...